From a dataset of the Open Reaction Database (ORD), a public repository of structured organic reaction records. describe an organic reaction: reactants, conditions, products, and yield The reactants are O=C(CBr)c1ccc(Cl)cc1Cl, CCCCO, Cc1ccc(S(=O)(=O)O)cc1, OCC(O)COc1ccc(Cl)c2ccccc12, c1ccccc1. Yields the product Clc1ccc(C2(CBr)OCC(COc3ccc(Cl)c4ccccc34)O2)c(Cl)c1. Reaction SMILES: [Br:1][CH2:2][C:3](=[O:4])[c:5]1[c:6]([Cl:12])[cH:7][c:8]([Cl:11])[cH:9][cH:10]1.[CH2:41]([OH:42])[CH2:43][CH2:44][CH3:45].[CH3:30][c:31]1[cH:32][cH:33][c:34]([S:35](=[O:36])(=[O:37])[OH:38])[cH:39][cH:40]1.[Cl:13][c:14]1[cH:15][cH:16][c:17]([O:24][CH2:25][CH:26]([CH2:27][OH:28])[OH:29])[c:18]2[cH:19][cH:20][cH:21][cH:22][c:23]12.[cH:46]1[cH:47][cH:48][cH:49][cH:50][cH:51]1>>[Br:1][CH2:2][C:3]1([c:5]2[c:6]([Cl:12])[cH:7][c:8]([Cl:11])[cH:9][cH:10]2)[O:4][CH2:27][CH:26]([CH2:25][O:24][c:17]2[cH:16][cH:15][c:14]([Cl:13])[c:23]3[c:18]2[cH:19][cH:20][cH:21][cH:22]3)[O:29]1. Reactants: O1C(C=CCC1)C=1C=CC(N(C1)CCOC1=CC=NC2=CC(=CC=C12)OC)=O (5-(5,6-dihydro-2H-pyran-2-yl)-1-(2-(7-methoxyquinolin-4-yloxy)ethyl)pyridin-2(1H)-one). The reagents and catalysts are [Pt]=O (Platinum oxide). The solvent is C1CCOC1 (THF). Run at temperature 0 celsius, time 8 hour. Product: COC1=CC=C2C(=CC=NC2=C1)OCCN1C(C=CC(=C1)C1OCCCC1)=O (1-(2-(7-methoxyquinolin-4-yloxy)ethyl)-5-(tetrahydro-2H-pyran-2-yl)pyridin-2(1H)-one). Reaction SMILES: [O:1]1[CH2:6][CH2:5][CH:4]=[CH:3][CH:2]1[C:7]1[CH:8]=[CH:9][C:10](=[O:28])[N:11]([CH2:13][CH2:14][O:15][C:16]2[C:25]3[C:20](=[CH:21][C:22]([O:26][CH3:27])=[CH:23][CH:24]=3)[N:19]=[CH:18][CH:17]=2)[CH:12]=1>[Pt]=O.C1COCC1>[CH3:27][O:26][C:22]1[CH:21]=[C:20]2[C:25]([C:16]([O:15][CH2:14][CH2:13][N:11]3[CH:12]=[C:7]([CH:2]4[CH2:3][CH2:4][CH2:5][CH2:6][O:1]4)[CH:8]=[CH:9][C:10]3=[O:28])=[CH:17][CH:18]=[N:19]2)=[CH:24][CH:23]=1. Reported procedure: A 15 mL, 1-neck round bottom flask was charged with 5-(5,6-dihydro-2H-pyran-2-yl)-1-(2-(7-methoxyquinolin-4-yloxy)ethyl)pyridin-2(1H)-one (0.006 g, 0.02 mmol), 2 mL dry THF, and a stirbar. The solution was cooled to 0° C., and carefully evacuated and refilled with N2 (three times). To the stirring solution was added Platinum oxide (0.004 g, 0.02 mmol). The solution was carefully evacuated and refilled with hydrogen from a balloon. The cooling bath was removed, and the reaction was stirred overni...